From a dataset of the Open Reaction Database (ORD), a public repository of structured organic reaction records. describe an organic reaction: reactants, conditions, products, and yield Starting materials: C([O-])([O-])=O.[K+].[K+] (potassium carbonate), ClC1=C(C=O)C=C(C=C1)[N+](=O)[O-] (2-chloro-5-nitrobenzaldehyde), C([O-])([O-])=O.[K+].[K+] (potassium carbonate), CC(C)S (propane-2-thiol). The solvent is CN(C)C=O (DMF). Reaction conditions: temperature 55 celsius. Product: C(C)(C)SC1=C(C=O)C=C(C=C1)[N+](=O)[O-] (2-(isopropylthio)-5-nitrobenzaldehyde). RXN SMILES: Cl[C:2]1[CH:9]=[CH:8][C:7]([N+:10]([O-:12])=[O:11])=[CH:6][C:3]=1[CH:4]=[O:5].C(=O)([O-])[O-].[K+].[K+].[CH3:19][CH:20]([SH:22])[CH3:21]>CN(C=O)C>[CH:20]([S:22][C:2]1[CH:9]=[CH:8][C:7]([N+:10]([O-:12])=[O:11])=[CH:6][C:3]=1[CH:4]=[O:5])([CH3:21])[CH3:19] |f:1.2.3|. Reported procedure: 2-chloro-5-nitrobenzaldehyde (2.99 g, 16.1 mmol), potassium carbonate (2.45 g, 17.7 mmol) and propane-2-thiol (1.35 g, 17.7 mmol) were dissolved in 10.0 ml, DMF in a 50 mL, round-bottomed flask under dry nitrogen, topped with a reflux condenser. The reaction mixture was heated to 55° C. for 24 h. After cooling the mixture was added to 150 mL of saturated potassium carbonate solution. The yellow-brown solid was filtered, washed with water and further purified by chromatography on silica gel using... The reactants are Fc1ccc(Br)cc1, O=C1CCC2(CC1)OCCO2. Yields the product OC1(c2ccc(F)cc2)CCC2(CC1)OCCO2. RXN SMILES: [F:1][c:2]1[cH:3][cH:4][c:5]([Br:8])[cH:6][cH:7]1.[O:9]1[CH2:10][CH2:11][O:12][C:13]12[CH2:14][CH2:15][C:16](=[O:19])[CH2:17][CH2:18]2>>[F:1][c:2]1[cH:3][cH:4][c:5]([C:16]2([OH:19])[CH2:15][CH2:14][C:13]3([O:9][CH2:10][CH2:11][O:12]3)[CH2:18][CH2:17]2)[cH:6][cH:7]1.